Dataset: the Open Reaction Database (ORD), a public repository of structured organic reaction records. Task: describe an organic reaction: reactants, conditions, products, and yield Starting materials: C(#N)CCCCC(CC1=CC=C(C(=O)OC)C=C1)\C=C\C1=C(C=CC=C1)O (Methyl E-4-{6-cyano-2-[2-(2-hydroxyphenyl)vinyl]hexyl}benzoate), C(C)(C)(C)C1=CC=C(CBr)C=C1 (4-(tert-butyl)benzyl bromide), C([O-])([O-])=O.[K+].[K+] (potassium carbonate). Run in C(C)#N (acetonitrile). Product: C(C)(C)(C)C1=CC=C(COC2=C(C=CC=C2)/C=C/C(CC2=CC=C(C(=O)OC)C=C2)CCCCC#N)C=C1 (Methyl E-4-(2-{2-[2-(4-tert-butylbenzyloxy)phenyl]vinyl}-6-cyanohexyl)benzoate). The yield is 92.2%. RXN SMILES: [C:1]([CH2:3][CH2:4][CH2:5][CH2:6][CH:7](/[CH:19]=[CH:20]/[C:21]1[CH:26]=[CH:25][CH:24]=[CH:23][C:22]=1[OH:27])[CH2:8][C:9]1[CH:18]=[CH:17][C:12]([C:13]([O:15][CH3:16])=[O:14])=[CH:11][CH:10]=1)#[N:2].[C:28]([C:32]1[CH:39]=[CH:38][C:35]([CH2:36]Br)=[CH:34][CH:33]=1)([CH3:31])([CH3:30])[CH3:29].C(=O)([O-])[O-].[K+].[K+]>C(#N)C>[C:28]([C:32]1[CH:33]=[CH:34][C:35]([CH2:36][O:27][C:22]2[CH:23]=[CH:24][CH:25]=[CH:26][C:21]=2/[CH:20]=[CH:19]/[CH:7]([CH2:6][CH2:5][CH2:4][CH2:3][C:1]#[N:2])[CH2:8][C:9]2[CH:18]=[CH:17][C:12]([C:13]([O:15][CH3:16])=[O:14])=[CH:11][CH:10]=2)=[CH:38][CH:39]=1)([CH3:31])([CH3:29])[CH3:30] |f:2.3.4|. Procedure: A solution of 2.976 g (8.19 mmol) of methyl E-4-{6-cyano-2-[2-(2-hydroxyphenyl)vinyl]hexyl}-benzoate from Example 119A in 100 ml of dry acetonitrile is mixed with 2.789 g (12.28 mmol) of 4-(tert-butyl)benzyl bromide and 1.697 g (12.28 mmol) of anhydrous potassium carbonate and heated to reflux for 12 hours. The mixture is then filtered and the filtrate is concentrated to dryness. The residue is taken up in ethyl acetate, washed with water and saturated sodium chloride solution and dried over sod... Reactants: COC1=CC=C2C(=CC(NC2=C1)=O)C (7-methoxy-4-methylquinolin-2(1H)one), [I-].[Na+] (sodium iodide), BrCCC1OCCO1 (2-(2-bromoethyl)-1,3-dioxolane), [H-].[Li+] (lithium hydride). The solvent is CN(C=O)C (N,N-dimethylformamide). Run at time 1 hour. The product is O1C(OCC1)CCN1C(C=C(C2=CC=C(C=C12)OC)C)=O (1-[2-(1,3-Dioxolan-2-yl)ethyl]-7-methoxy-4-methylquinolin-2(1H)one). Isolated yield 57.0%. Reaction SMILES: [CH3:1][O:2][C:3]1[CH:12]=[C:11]2[C:6]([C:7]([CH3:14])=[CH:8][C:9](=[O:13])[NH:10]2)=[CH:5][CH:4]=1.[I-].[Na+].[H-].[Li+].Br[CH2:20][CH2:21][CH:22]1[O:26][CH2:25][CH2:24][O:23]1>CN(C)C=O>[O:23]1[CH2:24][CH2:25][O:26][CH:22]1[CH2:21][CH2:20][N:10]1[C:11]2[C:6](=[CH:5][CH:4]=[C:3]([O:2][CH3:1])[CH:12]=2)[C:7]([CH3:14])=[CH:8][C:9]1=[O:13] |f:1.2,3.4|. Procedure details: In N,N-dimethylformamide (15 ml) was dissolved 7-methoxy-4-methylquinolin-2(1H)one (1.5 g, 6.06 mmol), sodium iodide (2.3 g, 15.9 mmol) was added thereto under cooling on ice and lithium hydride (188 mg, 15.9 mmol) was gradually added thereto. After stirring for 1 hour under cooling on ice, 2-(2-bromoethyl)-1,3-dioxolane (1.6 ml, 15.9 mmol) was gradually added thereto. The reaction solution was stirred overnight at room temperature and then the extract was partitioned into ethyl acetate-water, w... Reactants: CCN(C(C)C)C(C)C, CC(C)O, Clc1cnnc(Cl)c1Cl, NCC1CCN(C(=O)OCc2ccccc2)CC1. The product is O=C(OCc1ccccc1)N1CCC(CNc2cnnc(Cl)c2Cl)CC1. As a reaction SMILES: [CH:10]([N:11]([CH2:12][CH3:13])[CH:14]([CH3:15])[CH3:16])([CH3:17])[CH3:18].[CH:37]([OH:38])([CH3:39])[CH3:40].[Cl:1][c:2]1[n:3][n:4][cH:5][c:6]([Cl:9])[c:7]1[Cl:8].[NH2:19][CH2:20][CH:21]1[CH2:22][CH2:23][N:24]([C:27](=[O:28])[O:29][CH2:30][c:31]2[cH:32][cH:33][cH:34][cH:35][cH:36]2)[CH2:25][CH2:26]1>>[Cl:1][c:2]1[n:3][n:4][cH:5][c:6]([NH:19][CH2:20][CH:21]2[CH2:22][CH2:23][N:24]([C:27](=[O:28])[O:29][CH2:30][c:31]3[cH:32][cH:33][cH:34][cH:35][cH:36]3)[CH2:25][CH2:26]2)[c:7]1[Cl:8]. The reactants are COC(C1=CC=C(C=C1)OC(CCCC(C)C)C)=O (p-[(1,5-dimethylhexyl)oxy]benzoic acid methyl ester), C(C#C)O (propargyl alcohol), C(C#C)O (propargyl alcohol), C1(=CC=C(C=C1)S(=O)(=O)O)C (p-toluenesulphonic acid). The product is C(C#C)OC(C1=CC=C(C=C1)OC(CCCC(C)C)C)=O (p-[(1,5-dimethylhexyl)oxy]benzoic acid propargyl ester). As a reaction SMILES: [CH3:1][O:2][C:3](=[O:19])[C:4]1[CH:9]=[CH:8][C:7]([O:10][CH:11]([CH3:18])[CH2:12][CH2:13][CH2:14][CH:15]([CH3:17])[CH3:16])=[CH:6][CH:5]=1.[CH2:20](O)[C:21]#C.C1(C)C=CC(S(O)(=O)=O)=CC=1>>[CH2:1]([O:2][C:3](=[O:19])[C:4]1[CH:9]=[CH:8][C:7]([O:10][CH:11]([CH3:18])[CH2:12][CH2:13][CH2:14][CH:15]([CH3:16])[CH3:17])=[CH:6][CH:5]=1)[C:20]#[CH:21]. Reported procedure: 13 g of p-[(1,5-dimethylhexyl)oxy]benzoic acid methyl ester is heated to reflux with 9 g of propargyl alcohol and 0.1 g of p-toluenesulphonic acid. The excess propargyl alcohol is thereupon slowly (5 hrs.) distilled off. The residue is poured onto water and extracted with diethyl ether. The ether phase is dried with sodium sulfate and evaporated. There is obtained dark-yellow p-[(1,5-dimethylhexyl)oxy]benzoic acid propargyl ester which is purified on Kieselgel.